Dataset: the Open Reaction Database (ORD), a public repository of structured organic reaction records. Task: describe an organic reaction: reactants, conditions, products, and yield The reactants are O=C([O-])[O-], Cc1nnnn1-c1ccc(O)cc1, CN(C)C=O, CC(C)c1noc(C2CCC(n3ncc4c(Cl)ncnc43)CC2)n1, [K+], [K+]. Product: Cc1nnnn1-c1ccc(Oc2ncnc3c2cnn3C2CCC(c3nc(C(C)C)no3)CC2)cc1. RXN SMILES: [C:38](=[O:39])([O-:40])[O-:41].[CH3:1][c:2]1[n:3][n:4][n:5][n:6]1-[c:7]1[cH:8][cH:9][c:10]([OH:13])[cH:11][cH:12]1.[CH3:44][N:45]([CH3:46])[CH:47]=[O:48].[Cl:14][c:15]1[c:16]2[c:17]([n:18][cH:19][n:20]1)[n:21]([CH:24]1[CH2:25][CH2:26][CH:27]([c:30]3[n:31][c:32]([CH:35]([CH3:36])[CH3:37])[n:33][o:34]3)[CH2:28][CH2:29]1)[n:22][cH:23]2.[K+:42].[K+:43]>>[CH3:1][c:2]1[n:3][n:4][n:5][n:6]1-[c:7]1[cH:8][cH:9][c:10]([O:13][c:15]2[c:16]3[c:17]([n:18][cH:19][n:20]2)[n:21]([CH:24]2[CH2:25][CH2:26][CH:27]([c:30]4[n:31][c:32]([CH:35]([CH3:36])[CH3:37])[n:33][o:34]4)[CH2:28][CH2:29]2)[n:22][cH:23]3)[cH:11][cH:12]1. The reactants are CCOC(C)=O, Cn1cc(C2=C(c3cn(C)c4cc([N+](=O)[O-])ccc34)C(=O)N(COC(=O)C3CCNCC3)C2=O)c2ccccc21, O=C(O)C(F)(F)F, [Na+], O=C([O-])O. Yields the product CC(=O)O, Cn1cc(C2=C(c3cn(C)c4cc([N+](=O)[O-])ccc34)C(=O)N(COC(=O)C3CCNCC3)C2=O)c2ccccc21. RXN SMILES: [CH3:53][CH2:54][O:55][C:56](=[O:57])[CH3:58].[CH3:8][n:9]1[cH:10][c:11]([C:18]2=[C:22]([c:23]3[cH:24][n:25]([CH3:35])[c:26]4[cH:27][c:28]([N+:32](=[O:33])[O-:34])[cH:29][cH:30][c:31]34)[C:21](=[O:36])[N:20]([CH2:37][O:38][C:39](=[O:40])[CH:41]3[CH2:42][CH2:43][NH:44][CH2:45][CH2:46]3)[C:19]2=[O:47])[c:12]2[cH:13][cH:14][cH:15][cH:16][c:17]12.[F:1][C:2]([C:3](=[O:4])[OH:5])([F:6])[F:7].[Na+:52].[O-:48][C:49]([OH:50])=[O:51]>>[CH3:2][C:3](=[O:4])[OH:5].[CH3:8][n:9]1[cH:10][c:11]([C:18]2=[C:22]([c:23]3[cH:24][n:25]([CH3:35])[c:26]4[cH:27][c:28]([N+:32](=[O:33])[O-:34])[cH:29][cH:30][c:31]34)[C:21](=[O:36])[N:20]([CH2:37][O:38][C:39](=[O:40])[CH:41]3[CH2:42][CH2:43][NH:44][CH2:45][CH2:46]3)[C:19]2=[O:47])[c:12]2[cH:13][cH:14][cH:15][cH:16][c:17]12. RXN SMILES: [CH2:32]([O:33][CH2:34][CH3:35])[CH3:36].[F:13][c:14]1[cH:15][cH:16][c:17]([CH2:18][CH:19]2[CH2:20][CH2:21][N:22]([C:25]([C:26](=[O:27])[OH:28])=[O:29])[CH2:23][CH2:24]2)[cH:30][cH:31]1.[NH2:1][c:2]1[cH:3][c:4]2[c:8]([cH:9][cH:10]1)[C:7](=[O:11])[NH:6][C:5]2=[O:12]>>[NH:1]([c:2]1[cH:3][c:4]2[c:8]([cH:9][cH:10]1)[C:7](=[O:11])[NH:6][C:5]2=[O:12])[C:26]([C:25]([N:22]1[CH2:21][CH2:20][CH:19]([CH2:18][c:17]2[cH:16][cH:15][c:14]([F:13])[cH:31][cH:30]2)[CH2:24][CH2:23]1)=[O:29])=[O:27]. The reactants are CCOCC, O=C(O)C(=O)N1CCC(Cc2ccc(F)cc2)CC1, Nc1ccc2c(c1)C(=O)NC2=O. The product is O=C(Nc1ccc2c(c1)C(=O)NC2=O)C(=O)N1CCC(Cc2ccc(F)cc2)CC1. Starting materials: C(C=CC1=CC=CC=C1)#N (cinnamonitrile), CC1=CC(=NN1)N (5-methyl-1H-pyrazole-3-amine), FC1=CC=C(N)C=C1 (4-fluoroaniline). The product is FC1=CC=C(C=C1)NC1=NC(=NC(=C1)NC1=NNC(=C1)C)C=CC1=CC=CC=C1 (N4-(4-fluorophenyl)-N6-(5methyl-1H-pyrazol-3-yl)-2-styrylpyrimidine-4,6-diamine). Reaction SMILES: [C:1](#[N:10])[CH:2]=[CH:3][C:4]1[CH:9]=[CH:8][CH:7]=[CH:6][CH:5]=1.[CH3:11][C:12]1[NH:16][N:15]=[C:14]([NH2:17])[CH:13]=1.[F:18][C:19]1[CH:25]=[CH:24][C:22]([NH2:23])=[CH:21][CH:20]=1>>[F:18][C:19]1[CH:25]=[CH:24][C:22]([NH:23][C:3]2[CH:2]=[C:1]([NH:17][C:14]3[CH:13]=[C:12]([CH3:11])[NH:16][N:15]=3)[N:10]=[C:1]([CH:2]=[CH:3][C:4]3[CH:9]=[CH:8][CH:7]=[CH:6][CH:5]=3)[N:10]=2)=[CH:21][CH:20]=1. Procedure details: Example 86 was synthesized via Scheme 6 according to the general scheme provided above with the appropriate starting materials cinnamonitrile, 5-methyl-1H-pyrazole-3-amine, and 4-fluoroaniline. Structure of the target was confirmed by 1H-NMR. The 1H-NMR is attached. The reactants are [Br-].C(C1=CC=CC=C1)[N+]1=C(C=CC=C1)Br (N-benzyl-2-bromo-pyridinium bromide), NC=1NC=C(C1C#N)C (2-amino-3-cyano-4-methyl-pyrrole), N1=C(C=CC=C1C)C (lutidine). Solvent: C(Cl)Cl (methylene chloride). Run at time 5.5 hour. The product is [Br-].NC1=C(C(=C(N1)C1=[N+](C=CC=C1)CC1=CC=CC=C1)C)C#N (2-(5-Amino-4-cyano-3-methyl-1H-pyrrol-2-yl)-N-benzyl-pyridinium bromide). RXN SMILES: [Br-].[CH2:2]([N+:9]1[CH:14]=[CH:13][CH:12]=[CH:11][C:10]=1[Br:15])[C:3]1[CH:8]=[CH:7][CH:6]=[CH:5][CH:4]=1.[NH2:16][C:17]1[NH:18][CH:19]=[C:20]([CH3:24])[C:21]=1[C:22]#[N:23].N1C(C)=CC=CC=1C>C(Cl)Cl>[Br-:15].[NH2:16][C:17]1[NH:18][C:19]([C:10]2[CH:11]=[CH:12][CH:13]=[CH:14][N+:9]=2[CH2:2][C:3]2[CH:8]=[CH:7][CH:6]=[CH:5][CH:4]=2)=[C:20]([CH3:24])[C:21]=1[C:22]#[N:23] |f:0.1,5.6|. Procedure details: Under an argon atmosphere, 1.81 g (5.5 mmol) of N-benzyl-2-bromo-pyridinium bromide [for preparation see J. Heterocyclic Chem. 28,1083 (1991)] are added to 605.5 mg (5.0 mmol) of 2-amino-3-cyano-4-methyl-pyrrole [for preparation see Synthesis (1976), 51] in 40 ml of methylene chloride and 639 μl (5.5 mmol) of lutidine. After 5.5 hours' stirring at RT, the reaction mixture is concentrated by evaporation to approximately half its original volume. Filtering the suspension and washing with methylene... Starting materials: 3,5,7,9-pentaene, COC1=NC2=CC=3C4CNCC(C3C=C2C=C1)C4 (6-methoxy-5,14-diazatetracyclo[10.3.1.02,11.04,9]hexadeca-2(11),3,5,7,9-pentaene), ClC1=NC2=CC=3C4CNCC(C3C(=C2C=C1)F)C4 (6-chloro-10-fluoro-5,14-diazatetracyclo[10.3.1.02,11.04,9]hexadeca-2(11),3,5,7,9-pentaene). The product is C12C=3C=C4NC(C=CC4=CC3C(CNC1)C2)=O (5,14diazatetracyclo[10.3.1.02,11.04,9]hexadeca-2(11),3,7,9-tetraen-6-one). Reaction SMILES: C[O:2][C:3]1[CH:17]=[CH:16][C:15]2[C:5](=[CH:6][C:7]3[CH:8]4[CH2:18][CH:12]([C:13]=3[CH:14]=2)[CH2:11][NH:10][CH2:9]4)[N:4]=1.ClC1C=CC2C(=CC3C4CC(C=3C=2F)CNC4)N=1>>[CH:8]12[CH2:18][CH:12]([CH2:11][NH:10][CH2:9]1)[C:13]1[CH:14]=[C:15]3[C:5]([NH:4][C:3](=[O:2])[CH:17]=[CH:16]3)=[CH:6][C:7]2=1. Procedure details: 6-chloro-5,14-diazatetracyclo[10.3.1.02,11.04,9]hexadeca-2(11)),3,5,7,9-pentaene; 6-methoxy-5,14-diazatetracyclo[10.3.1.02,11.04,9]hexadeca-2(11),3,5,7,9-pentaene; 6-chloro-10-fluoro-5,14-diazatetracyclo[10.3.1.02,11.04,9]hexadeca-2(11),3,5,7,9-pentaene; Starting materials: ClC=1C=C(N)C=CC1 (3-chloroaniline), N(=O)OC(C)(C)C (t-butyl nitrite), C1=CC=CC=C1 (benzene). Reagents/catalysts: [Cu] (copper). Product: ClC=1C=C(C=CC1)C1=CC=CC=C1 (3-chloro[1,1'-biphenyl]). Yield: 67.6%. Reaction SMILES: [Cl:1][C:2]1[CH:3]=[C:4]([CH:6]=[CH:7][CH:8]=1)N.N(OC(C)(C)C)=O.[CH:16]1[CH:21]=[CH:20][CH:19]=[CH:18][CH:17]=1>[Cu]>[Cl:1][C:2]1[CH:3]=[C:4]([C:16]2[CH:21]=[CH:20][CH:19]=[CH:18][CH:17]=2)[CH:6]=[CH:7][CH:8]=1. Procedure: In a manner similar to Example 1, the reaction of 3-chloroaniline (38.3 g, 0.30 mole) with t-butyl nitrite (46.4 g, 0.45 mole) in the presence of copper powder (15.0 g, 0.24 mole) and 4Å molecular sieves (powdered, 15.0 g) in benzene (1650 ml) produced 3-chloro[1,1'-biphenyl] (38.4 g, 67.6% yield, bp 96°/0.15 mm) as an oil. When the experiment was repeated the yield was 65.7%